This data is from the Open Reaction Database (ORD), a public repository of structured organic reaction records. The task is: describe an organic reaction: reactants, conditions, products, and yield The reactants are C(C)(=O)O (acetic acid), OO (H2O2), FC1=CC=C(OC(C2=CC=CC=C2)O)C=C1 (4-fluorophenoxybenzyl alcohol), C(Cl)Cl (methylenechloride). The solvent is FC(C(=O)O)(F)F (trifluoroacetic acid). Reaction conditions: time 2 hour. Yields the product ClC=1C=CC2=C(C3=C(O2)C=CC(=C3)CO)C1 (8-chloro-2-hydroxymethyldibenzofuran). RXN SMILES: F[C:2]1[CH:16]=[CH:15][C:5]([O:6][CH:7](O)[C:8]2[CH:13]=[CH:12][CH:11]=[CH:10]C=2)=[CH:4][CH:3]=1.[C:17]([OH:20])(=O)C.OO.C(Cl)[Cl:24]>FC(F)(F)C(O)=O>[Cl:24][C:12]1[CH:11]=[CH:10][C:7]2[O:6][C:5]3[CH:15]=[CH:16][C:2]([CH2:17][OH:20])=[CH:3][C:4]=3[C:8]=2[CH:13]=1. Procedure details: A mixture of Example 26 (6.4 g, 14 mmol) in methylenechloride (40 ml) and trifluoroacetic acid (20 ml) was stirred at RT for 0.5 h, then evaporated to dryness. The residue was dissolved in 100 ml water and 100 ml methylenechloride, then neutralized to pH 8 by 0.5 N NaOH, the organic phase was washed by water, dried over Na2SO4, evaporated to give the deprotected intermediate which was mixed with acetic acid (100 ml) and 30% H2O2 (2.5 ml). The mixture was stirred at RT for 2 hr, evaporated, purif... Starting materials: 17B, C1(=CC=CC=C1)C(N1C(C(C2=CC=CC=C12)(O)C=1C(=CC2=C(N(C(O2)=O)C)C1)O)=O)C1=CC=CC=C1 (5-[1-(diphenylmethyl)-3-hydroxy-2-oxo-2,3-dihydro-1H-indol-3-yl]-6-hydroxy-3-methyl-1,3-benzoxazol-2(3H)-one), C(C1=CC=CC=C1)(C1=CC=CC=C1)N1C(C(C2=CC=CC=C12)(O)C=1C(=CC2=C(OCC(N2C)=O)C1)O)=O (7-(1-benzhydryl-3-hydroxy-2-oxoindolin-3-yl)-6-hydroxy-4-methyl-2H-benzo[b][1,4]oxazin-3(4H)-one). The product is C1(=CC=CC=C1)C(N1C(C(C2=CC=CC=C12)C=1C(=CC2=C(N(C(O2)=O)C)C1)O)=O)C1=CC=CC=C1 (5-[1-(diphenylmethyl)-2-oxo-2,3-dihydro-1H-indol-3-yl]-6-hydroxy-3-methyl-1,3-benzoxazol-2(3H)-one). As a reaction SMILES: [C:1]1([CH:7]([C:31]2[CH:36]=[CH:35][CH:34]=[CH:33][CH:32]=2)[N:8]2[C:16]3[C:11](=[CH:12][CH:13]=[CH:14][CH:15]=3)[C:10]([C:18]3[C:19]([OH:29])=[CH:20][C:21]4[O:25][C:24](=[O:26])[N:23]([CH3:27])[C:22]=4[CH:28]=3)(O)[C:9]2=[O:30])[CH:6]=[CH:5][CH:4]=[CH:3][CH:2]=1.C(N1C2C(=CC=CC=2)C(C2C(O)=CC3N(C)C(=O)COC=3C=2)(O)C1=O)(C1C=CC=CC=1)C1C=CC=CC=1>>[C:31]1([CH:7]([C:1]2[CH:2]=[CH:3][CH:4]=[CH:5][CH:6]=2)[N:8]2[C:16]3[C:11](=[CH:12][CH:13]=[CH:14][CH:15]=3)[CH:10]([C:18]3[C:19]([OH:29])=[CH:20][C:21]4[O:25][C:24](=[O:26])[N:23]([CH3:27])[C:22]=4[CH:28]=3)[C:9]2=[O:30])[CH:32]=[CH:33][CH:34]=[CH:35][CH:36]=1. Procedure: Following the procedure as described in PREPARATION 17B, and making non-critical variations using 5-[1-(diphenylmethyl)-3-hydroxy-2-oxo-2,3-dihydro-1H-indol-3-yl]-6-hydroxy-3-methyl-1,3-benzoxazol-2(3H)-one to replace 7-(1-benzhydryl-3-hydroxy-2-oxoindolin-3-yl)-6-hydroxy-4-methyl-2H-benzo[b][1,4]oxazin-3(4H)-one, 5-[1-(diphenylmethyl)-2-oxo-2,3-dihydro-1H-indol-3-yl]-6-hydroxy-3-methyl-1,3-benzoxazol-2(3H)-one was obtained (73%) as a pale pink solid: MS (ES+) m/z 463.4 (M+1). Starting materials: C(C1=CC=CC=C1)C1=NC(=C(C2=C1COC2)O)C (4-benzyl-6-methyl-1,3-dihydro-furo[3,4-c]pyridin-7-ol), ClCCCCl (1,3-dichloropropane), [OH-].[Na+] (sodium hydroxide). The reagents and catalysts are [Cl-].C(C1=CC=CC=C1)[N+](CC)(CC)CC (benzyltriethylammonium chloride). Solvent: C1(=CC=CC=C1)C (toluene). Conditions: temperature 90 celsius. Product: ClCCCCl (1,3-dichloropropane), ClCCCOC=1C2=C(C(=NC1C)CC1=CC=CC=C1)COC2 (4-benzyl-6-methyl-1,3-dihydro-furo[3,4-c]pyridin-7-yl 3-chloropropyl ether). Isolated yield 96.6%. Reaction SMILES: [CH2:1]([C:8]1[C:13]2[CH2:14][O:15][CH2:16][C:12]=2[C:11]([OH:17])=[C:10]([CH3:18])[N:9]=1)[C:2]1[CH:7]=[CH:6][CH:5]=[CH:4][CH:3]=1.[Cl:19][CH2:20][CH2:21][CH2:22][Cl:23].[OH-].[Na+]>[Cl-].C([N+](CC)(CC)CC)C1C=CC=CC=1.C1(C)C=CC=CC=1>[Cl:19][CH2:20][CH2:21][CH2:22][Cl:23].[Cl:19][CH2:20][CH2:21][CH2:22][O:17][C:11]1[C:12]2[CH2:16][O:15][CH2:14][C:13]=2[C:8]([CH2:1][C:2]2[CH:3]=[CH:4][CH:5]=[CH:6][CH:7]=2)=[N:9][C:10]=1[CH3:18] |f:2.3,4.5|. Reported procedure: A mixture of 24.2 g (100 millimoles) of 4-benzyl-6-methyl-1,3-dihydro-furo[3,4-c]pyridin-7-ol, 113 g (1 mole) of 1,3-dichloropropane, 2 g of benzyltriethylammonium chloride, 100 ml of toluene and 100 g of 50% strength sodium hydroxide solution is heated for 3 hours at 90° C., whilst stirring. The organic phase is separated off and washed with 50 ml of water. After stripping off the solvent and the excess 1,3-dichloropropane, 30.7 g of 4-benzyl-6-methyl-1,3-dihydro-furo[3,4-c]pyridin-7-yl 3-chlor... Reactants: Fc1cccc(Br)n1, C#Cc1ccc(-c2nc3cnccn3c2NC(C)(C)C)s1, O=C([O-])[O-], [Cu]I, [Na+], [Na+], CN(C)C=O, Cl[Pd]Cl, c1ccc(P(c2ccccc2)c2ccccc2)cc1, c1ccc(P(c2ccccc2)c2ccccc2)cc1. Yields the product CC(C)(C)Nc1c(-c2ccc(C#Cc3cccc(F)n3)s2)nc2cnccn12. Reaction SMILES: [Br:22][c:23]1[n:24][c:25]([F:29])[cH:26][cH:27][cH:28]1.[C:1]([CH3:2])([CH3:3])([CH3:4])[NH:5][c:6]1[c:7](-[c:15]2[s:16][c:17]([C:20]#[CH:21])[cH:18][cH:19]2)[n:8][c:9]2[n:10]1[cH:11][cH:12][n:13][cH:14]2.[C:30](=[O:31])([O-:32])[O-:33].[Cu:41][I:42].[Na+:34].[Na+:35].[O:36]=[CH:37][N:38]([CH3:39])[CH3:40].[Pd:43]([Cl:44])[Cl:45].[c:46]1([P:47]([c:48]2[cH:49][cH:50][cH:51][cH:52][cH:53]2)[c:54]2[cH:55][cH:56][cH:57][cH:58][cH:59]2)[cH:60][cH:61][cH:62][cH:63][cH:64]1.[c:65]1([P:66]([c:67]2[cH:68][cH:69][cH:70][cH:71][cH:72]2)[c:73]2[cH:74][cH:75][cH:76][cH:77][cH:78]2)[cH:79][cH:80][cH:81][cH:82][cH:83]1>>[C:1]([CH3:2])([CH3:3])([CH3:4])[NH:5][c:6]1[c:7](-[c:15]2[s:16][c:17]([C:20]#[C:21][c:23]3[n:24][c:25]([F:29])[cH:26][cH:27][cH:28]3)[cH:18][cH:19]2)[n:8][c:9]2[n:10]1[cH:11][cH:12][n:13][cH:14]2. Starting materials: COc1cc2ncnc(Sc3cccc(NC(=O)Nc4cc(C(C)(C)C)on4)c3)c2cc1OC, ClCCl, O=C(OO)c1cccc(Cl)c1. Product: COc1cc2ncnc(S(=O)c3cccc(NC(=O)Nc4cc(C(C)(C)C)on4)c3)c2cc1OC. RXN SMILES: [C:1]([CH3:2])([CH3:3])([CH3:4])[c:5]1[cH:6][c:7]([NH:10][C:11](=[O:12])[NH:13][c:14]2[cH:15][c:16]([S:20][c:21]3[n:22][cH:23][n:24][c:25]4[cH:26][c:27]([O:33][CH3:34])[c:28]([O:31][CH3:32])[cH:29][c:30]34)[cH:17][cH:18][cH:19]2)[n:8][o:9]1.[Cl:46][CH2:47][Cl:48].[OH:35][O:36][C:37]([c:38]1[cH:39][c:40]([Cl:41])[cH:42][cH:43][cH:44]1)=[O:45]>>[C:1]([CH3:2])([CH3:3])([CH3:4])[c:5]1[cH:6][c:7]([NH:10][C:11](=[O:12])[NH:13][c:14]2[cH:15][c:16]([S:20]([c:21]3[n:22][cH:23][n:24][c:25]4[cH:26][c:27]([O:33][CH3:34])[c:28]([O:31][CH3:32])[cH:29][c:30]34)=[O:35])[cH:17][cH:18][cH:19]2)[n:8][o:9]1.